This data is from the Open Reaction Database (ORD), a public repository of structured organic reaction records. The task is: describe an organic reaction: reactants, conditions, products, and yield Reactants: ClC=1C(=NC=C(C1)C=O)N[C@H]1CN(CCC1)C(=O)OC(C)(C)C (tert-butyl (3R)-3-[(3-chloro-5-formyl-2-pyridinyl)amino]-1-piperidinecarboxylate), Cl (HCl), COP(=O)(OC)C(C(=O)OCC)F (ethyl (dimethoxyphosphoryl)(fluoro)acetate), [Mg+2].[Br-].[Br-] (MgBr2), ice water. Solvent: C1CCOC1 (THF), C1CCOC1 (THF), CCN(CC)CC (Et3N), CCOC(=O)C (AcOEt). Reaction conditions: temperature 4 celsius, time 1 hour. The product is ClC=1C(=NC=C(C1)\C=C(\C(=O)OCC)/F)N[C@H]1CN(CCC1)C(=O)OC(C)(C)C (tert-butyl (3R)-3-({3-chloro-5-[(1Z)-3-ethoxy-2-fluoro-3-oxo-1-propen-1-yl]-2-pyridinyl}amino)-1-piperidinecarboxylate). RXN SMILES: COP([CH:7]([F:13])[C:8]([O:10][CH2:11][CH3:12])=[O:9])(OC)=O.[Mg+2].[Br-].[Br-].[Cl:17][C:18]1[C:19]([NH:26][C@@H:27]2[CH2:32][CH2:31][CH2:30][N:29]([C:33]([O:35][C:36]([CH3:39])([CH3:38])[CH3:37])=[O:34])[CH2:28]2)=[N:20][CH:21]=[C:22]([CH:24]=O)[CH:23]=1.Cl>C1COCC1.CCOC(C)=O.CCN(CC)CC>[Cl:17][C:18]1[C:19]([NH:26][C@@H:27]2[CH2:32][CH2:31][CH2:30][N:29]([C:33]([O:35][C:36]([CH3:39])([CH3:38])[CH3:37])=[O:34])[CH2:28]2)=[N:20][CH:21]=[C:22](/[CH:24]=[C:7](\[F:13])/[C:8]([O:10][CH2:11][CH3:12])=[O:9])[CH:23]=1 |f:1.2.3|. Procedure details: The mixture of ethyl (dimethoxyphosphoryl)(fluoro)acetate (2.51 mL), MgBr2 (2.73 g), Et3N (1.89 mL) in THF (45 mL) was stirred at 3-5° C. for 1 hr and to the mixture was dropwise added a solution of tert-butyl (3R)-3-[(3-chloro-5-formyl-2-pyridinyl)amino]-1-piperidinecarboxylate (3.0 g) in THF (21 mL) at 3-5° C. The reaction mixture was stirred at same temperature for 2.5 hrs. The reaction mixture was poured into a mixture of AcOEt and ice-water and the mixture was adjusted to pH 3.5 with 1N-HCl... Conditions: time 4 hour. The reactants are OC1(C(CCCCCC1)CC1=CC(=CC=C1)OC)C=1OC(=C(N1)C1=CC=CC=C1)C1=CC=CC=C1 (1-(hydroxy)-1-(4,5-diphenyloxazol-2-yl)-2-(3-methoxybenzyl)cyclooctane), C1(=CC=C(C=C1)S(=O)(=O)O)C (p-toluenesulfonic acid). Procedure details: A mixture of 1-(hydroxy)-1-(4,5-diphenyloxazol-2-yl)-2-(3-methoxybenzyl)cyclooctane (3.5 g) and p-toluenesulfonic acid (500 mg) in toluene (50 ml) was stirred for 4 hours under reflux. The solution was washed with water, sat. NaHCO3, and brine, dried over MgSO4, and evaporated in vacuo. The residue was purified by chromatography on silica gel to afford 1-(4,5-diphenyloxazol-2-yl)-8-(3-methoxybenzyl)-1-cyclooctene (3.8 g). The yield is 112.9%. Run in C1(=CC=CC=C1)C (toluene). RXN SMILES: O[C:2]1([C:19]2[O:20][C:21]([C:30]3[CH:35]=[CH:34][CH:33]=[CH:32][CH:31]=3)=[C:22]([C:24]3[CH:29]=[CH:28][CH:27]=[CH:26][CH:25]=3)[N:23]=2)[CH2:9][CH2:8][CH2:7][CH2:6][CH2:5][CH2:4][CH:3]1[CH2:10][C:11]1[CH:16]=[CH:15][CH:14]=[C:13]([O:17][CH3:18])[CH:12]=1.C1(C)C=CC(S(O)(=O)=O)=CC=1>C1(C)C=CC=CC=1>[C:24]1([C:22]2[N:23]=[C:19]([C:2]3[CH:3]([CH2:10][C:11]4[CH:16]=[CH:15][CH:14]=[C:13]([O:17][CH3:18])[CH:12]=4)[CH2:4][CH2:5][CH2:6][CH2:7][CH2:8][CH:9]=3)[O:20][C:21]=2[C:30]2[CH:35]=[CH:34][CH:33]=[CH:32][CH:31]=2)[CH:25]=[CH:26][CH:27]=[CH:28][CH:29]=1. Yields the product C1(=CC=CC=C1)C=1N=C(OC1C1=CC=CC=C1)C1=CCCCCCC1CC1=CC(=CC=C1)OC (1-(4,5-diphenyloxazol-2-yl)-8-(3-methoxybenzyl)-1-cyclooctene). The reactants are FC(C=1C=C(N(N1)C1=C(C=CC=C1)C(F)(F)F)N)(F)F (5-trifluoromethyl-2-(2-trifluoromethyl-phenyl)-2H-pyrazol-3-ylamine), CCN(C(C)C)C(C)C (DIEA), N(=C=O)C=1C=C(C=CC1)C(C)=O (3′-isocyanato-acetophenone). Solvent: C(Cl)Cl (DCM). Yields the product C(C)(=O)C=1C=C(C=CC1)NC(=O)NC=1N(N=C(C1)C(F)(F)F)C1=C(C=CC=C1)C(F)(F)F (1-(3-acetyl-phenyl)-3-[5-trifluoromethyl-2-(2-trifluoromethyl-phenyl)-2H-pyrazol-3-yl]-urea). Isolated yield 26.3%. RXN SMILES: [F:1][C:2]([F:20])([F:19])[C:3]1[CH:4]=[C:5]([NH2:18])[N:6]([C:8]2[CH:13]=[CH:12][CH:11]=[CH:10][C:9]=2[C:14]([F:17])([F:16])[F:15])[N:7]=1.CCN(C(C)C)C(C)C.[N:30]([C:33]1[CH:34]=[C:35]([C:39](=[O:41])[CH3:40])[CH:36]=[CH:37][CH:38]=1)=[C:31]=[O:32]>C(Cl)Cl>[C:39]([C:35]1[CH:34]=[C:33]([NH:30][C:31]([NH:18][C:5]2[N:6]([C:8]3[CH:13]=[CH:12][CH:11]=[CH:10][C:9]=3[C:14]([F:16])([F:17])[F:15])[N:7]=[C:3]([C:2]([F:1])([F:19])[F:20])[CH:4]=2)=[O:32])[CH:38]=[CH:37][CH:36]=1)(=[O:41])[CH3:40]. Procedure: To a solution of 5-trifluoromethyl-2-(2-trifluoromethyl-phenyl)-2H-pyrazol-3-ylamine (97 mg, 0.33 mmol) and DIEA (57 μL, 0.33 mmol) in DCM (2 mL) was added 3′-isocyanato-acetophenone (41 μL, 0.30 mmol). After 15 h the reaction mixture was concentrated and purified by chromatography (silica, EtOAc/Hex, 0:100 to 50:50) to yield the title compound (36 mg). 1H-NMR (DMSO-d6): δ 9.67 (1H, s), 8.24 (1H, m), 7.99 (1H, d), 7.94-7.80 (3H, m), 7.69 (1H, d), 7.62 (1H, d), 7.48 (1H, t), 6.31 (2H, s), 2.57 (3... Starting materials: ClC1=C2C(=NC(=N1)N)NN=C2 (4-chloro-1H-pyrazolo[3,4-d]pyrimidin-6-ylamine), C(=O)([O-])[O-].[Cs+].[Cs+] (Cs2CO3), ClC1=NC(=C(C(=C1C)OC)C)CCl (2-chloro-6-chloromethyl-4-methoxy-3,5-dimethyl-pyridine). The solvent is CN(C)C=O (DMF), CCOC(=O)C (EtOAc). Conditions: temperature 80 celsius. Yields the product ClC1=C2C(=NC(=N1)N)N(N=C2)CC2=NC(=C(C(=C2C)OC)C)Cl (4-Chloro-1-(6-chloro-4-methoxy-3,5-dimethyl-pyridin-2-ylmethyl)-1H-pyrazolo[3,4-d]pyrimidin-6-ylamine). Reaction SMILES: [Cl:1][C:2]1[N:7]=[C:6]([NH2:8])[N:5]=[C:4]2[NH:9][N:10]=[CH:11][C:3]=12.C([O-])([O-])=O.[Cs+].[Cs+].[Cl:18][C:19]1[C:24]([CH3:25])=[C:23]([O:26][CH3:27])[C:22]([CH3:28])=[C:21]([CH2:29]Cl)[N:20]=1>CN(C=O)C.CCOC(C)=O>[Cl:1][C:2]1[N:7]=[C:6]([NH2:8])[N:5]=[C:4]2[N:9]([CH2:29][C:21]3[C:22]([CH3:28])=[C:23]([O:26][CH3:27])[C:24]([CH3:25])=[C:19]([Cl:18])[N:20]=3)[N:10]=[CH:11][C:3]=12 |f:1.2.3|. Procedure details: A mixture of 4-chloro-1H-pyrazolo[3,4-d]pyrimidin-6-ylamine (124 mg), Cs2CO3 (392 mg) and crude 2-chloro-6-chloromethyl-4-methoxy-3,5-dimethyl-pyridine (200 mg) in DMF (2 ml) was heated to 80° C. for 1 h, diluted with EtOAc and washed with water. Concentration and purification by preparative TLC (EtOAc) gave the title compound. R.t. 6.43 min. 1H-NMR (CDCl3) δ 7.86 (s, 1H), 5.48 (s, 2H), 5.37 (s, 2H), 3.71 (s, 3H), 2.27 (s, 3H), 2.15 (s, 3H). Starting materials: COC(=O)c1ccc(NC(=S)NN=C(C)c2csc(-c3ccc(C(C)(C)C)cc3)c2O)s1, CC(C)O, Cl, [Na+], [OH-]. The product is CC(=NNC(=S)Nc1ccc(C(=O)O)s1)c1csc(-c2ccc(C(C)(C)C)cc2)c1O. Reaction SMILES: [C:1]([CH3:2])([CH3:3])([CH3:4])[c:5]1[cH:6][cH:7][c:8](-[c:11]2[c:12]([OH:32])[c:13]([C:16]([CH3:17])=[N:18][NH:19][C:20](=[S:21])[NH:22][c:23]3[cH:24][cH:25][c:26]([C:28](=[O:29])[O:30][CH3:31])[s:27]3)[cH:14][s:15]2)[cH:9][cH:10]1.[CH:36]([OH:37])([CH3:38])[CH3:39].[ClH:35].[Na+:34].[OH-:33]>>[C:1]([CH3:2])([CH3:3])([CH3:4])[c:5]1[cH:6][cH:7][c:8](-[c:11]2[c:12]([OH:32])[c:13]([C:16]([CH3:17])=[N:18][NH:19][C:20](=[S:21])[NH:22][c:23]3[cH:24][cH:25][c:26]([C:28](=[O:29])[OH:30])[s:27]3)[cH:14][s:15]2)[cH:9][cH:10]1. The reactants are CCOC(=O)N1CCc2c(c(-c3ccc(Cl)cc3)cn2Cc2ccccc2)C1, CCOC(=O)N1CCC(=O)CC1, Cc1ccccc1, O=[N+]([O-])C=Cc1ccc(Cl)cc1, NCc1ccccc1, c1ccccc1. Yields the product CN1CCc2c(c(-c3ccc(Cl)cc3)cn2Cc2ccccc2)C1. RXN SMILES: [CH2:1]([O:2][C:4](=[O:3])[N:6]1[CH2:7][c:8]2[c:9]([n:12]([CH2:22][c:23]3[cH:24][cH:25][cH:26][cH:27][cH:28]3)[cH:13][c:14]2-[c:15]2[cH:16][cH:17][c:18]([Cl:21])[cH:19][cH:20]2)[CH2:10][CH2:11]1)[CH3:5].[CH2:29]([O:30][C:31]([N:32]1[CH2:33][CH2:34][C:35](=[O:36])[CH2:37][CH2:38]1)=[O:39])[CH3:40].[CH3:67][c:68]1[cH:69][cH:70][cH:71][cH:72][cH:73]1.[Cl:49][c:50]1[cH:51][cH:52][c:53]([CH:54]=[CH:55][N+:56]([O-:57])=[O:58])[cH:59][cH:60]1.[NH2:41][CH2:42][c:43]1[cH:44][cH:45][cH:46][cH:47][cH:48]1.[cH:61]1[cH:62][cH:63][cH:64][cH:65][cH:66]1>>[CH3:4][N:6]1[CH2:7][c:8]2[c:9]([n:12]([CH2:22][c:23]3[cH:24][cH:25][cH:26][cH:27][cH:28]3)[cH:13][c:14]2-[c:15]2[cH:16][cH:17][c:18]([Cl:21])[cH:19][cH:20]2)[CH2:10][CH2:11]1.